Task: describe an organic reaction: reactants, conditions, products, and yield. Dataset: the Open Reaction Database (ORD), a public repository of structured organic reaction records The reactants are O=C1C2=C(OCC3=NC=CC=C31)C=CC=C2 (5-oxo-5,11-dihydro[1]benzoxepino[3,4-b]pyridine), NC1CN2CCC1CC2 (3-aminoquinuclidine). The reagents and catalysts are [Ti](Cl)(Cl)(Cl)Cl (titanium tetrachloride). The solvent is C1=CC=CC=C1 (benzene), C1=CC=CC=C1 (benzene). Run at time 2 day. Product: N12CC(C(CC1)CC2)N=C2C1=C(OCC3=NC=CC=C32)C=CC=C1 (5-(3-quinuclidinyl)imino-5,11-dihydro[1]benzoxepino[3,4-b]pyridine). The yield is 42.5%. As a reaction SMILES: O=[C:2]1[C:12]2[C:7](=[N:8][CH:9]=[CH:10][CH:11]=2)[CH2:6][O:5][C:4]2[CH:13]=[CH:14][CH:15]=[CH:16][C:3]1=2.[NH2:17][CH:18]1[CH:23]2[CH2:24][CH2:25][N:20]([CH2:21][CH2:22]2)[CH2:19]1>C1C=CC=CC=1.[Ti](Cl)(Cl)(Cl)Cl>[N:20]12[CH2:25][CH2:24][CH:23]([CH2:22][CH2:21]1)[CH:18]([N:17]=[C:2]1[C:12]3[C:7](=[N:8][CH:9]=[CH:10][CH:11]=3)[CH2:6][O:5][C:4]3[CH:13]=[CH:14][CH:15]=[CH:16][C:3]1=3)[CH2:19]2. Procedure: In this example, 2.1 g of 5-oxo-5,11-dihydro[1]benzoxepino[3,4-b]pyridine and 8.8 g of 3-aminoquinuclidine were dissolved in 50 ml of anhydrous benzene. Then, a solution of 1.1 g of titanium tetrachloride in 20 ml of anhydrous benzene was added dropwise thereto under ice cooling. The mixture was stirred under ice cooling for 3 hours and at room temperature for an additional two days. After completion of the reaction, the precipitate formed was filtered away, and the filtrate was concentrated und... Starting materials: C(C)(C)(C)OC(=O)N[C@@H](CC(C(C)=O)C1=C(C=CC=C1)C)C(=O)OC (methyl N-(tert-butoxycarbonyl)-4-(2-methylphenyl)-5-oxonorleucinate), C(C)(=O)O (acetic acid), FC(CN)(F)F (2,2,2-trifluoroethylamine), ( Å ), C(C)(=O)O[BH-](OC(C)=O)OC(C)=O.[Na+] (sodium triacetoxyborohydride), C([O-])([O-])=O.[K+].[K+] (potassium carbonate). Run in O (water), ClC(C)Cl (dichloroethane), C(C)O (ethanol). Run at temperature 23 celsius, time 20 minute. Yields the product C[C@@H]1[C@@H](C[C@@H](C(N1CC(F)(F)F)=O)NC(OC(C)(C)C)=O)C1=C(C=CC=C1)C (tert-Butyl [(3S,5S,6R)-6-methyl-5-(2-methylphenyl)-2-oxo-1-(2,2,2-trifluoroethyl)piperidin-3-yl]carbamate). Reaction SMILES: [C:1]([O:5][C:6]([NH:8][C@H:9]([C:22]([O:24]C)=O)[CH2:10][CH:11]([C:15]1[CH:20]=[CH:19][CH:18]=[CH:17][C:16]=1[CH3:21])[C:12](=O)[CH3:13])=[O:7])([CH3:4])([CH3:3])[CH3:2].C(O)(=O)C.[F:30][C:31]([F:35])([F:34])[CH2:32][NH2:33].C(O[BH-](OC(=O)C)OC(=O)C)(=O)C.[Na+].C(=O)([O-])[O-].[K+].[K+]>ClC(Cl)C.O.C(O)C>[CH3:13][C@H:12]1[N:33]([CH2:32][C:31]([F:35])([F:34])[F:30])[C:22](=[O:24])[C@@H:9]([NH:8][C:6](=[O:7])[O:5][C:1]([CH3:2])([CH3:3])[CH3:4])[CH2:10][C@H:11]1[C:15]1[CH:20]=[CH:19][CH:18]=[CH:17][C:16]=1[CH3:21] |f:3.4,5.6.7|. Procedure details: To a solution of methyl N-(tert-butoxycarbonyl)-4-(2-methylphenyl)-5-oxonorleucinate (1.60 g, 4.58 mmol) in dichloroethane (23 mL) were added glacial acetic acid (0.524 mL, 9.16 mmol), 2,2,2-trifluoroethylamine (1.83 mL, 22.9 mmol) and 4 {acute over (Å)} molecular sieves (500 mg). The mixture was stirred at 23° C. for 20 min and then sodium triacetoxyborohydride (4.85 g, 22.89 mmol) was added. The mixture was stirred at 23° C. for 18 h. The mixture was diluted with water and extracted with ethyl... Reaction SMILES: [CH2:1]([CH3:2])[c:3]1[c:4]2[c:8]([cH:9][cH:10][cH:11]1)[C:7](=[O:12])[CH2:6][C:5]2=[O:13].[OH:14][N+:15]([O-:16])=[O:17]>>[CH2:1]([CH3:2])[c:3]1[c:4]2[c:8]([cH:9][cH:10][cH:11]1)[C:7](=[O:12])[CH:6]([N+:15](=[O:14])[O-:16])[C:5]2=[O:13]. Starting materials: CCc1cccc2c1C(=O)CC2=O, O=[N+]([O-])O. Yields the product CCc1cccc2c1C(=O)C([N+](=O)[O-])C2=O. Starting materials: O=C([O-])[O-], CCOCCBr, CN(C)C=O, [K+], [K+], COC(=O)c1n[nH]c(C(=O)OC)c1[N+](=O)[O-]. Yields the product CCOCCn1nc(C(=O)OC)c([N+](=O)[O-])c1C(=O)OC. Reaction SMILES: [C:1](=[O:2])([O-:3])[O-:4].[CH2:7]([CH3:8])[O:9][CH2:10][CH2:11][Br:12].[CH3:29][N:30]([CH3:31])[CH:32]=[O:33].[K+:5].[K+:6].[N+:13](=[O:14])([O-:15])[c:16]1[c:17]([C:25](=[O:26])[O:27][CH3:28])[n:18][nH:19][c:20]1[C:21](=[O:22])[O:23][CH3:24]>>[CH2:7]([CH3:8])[O:9][CH2:10][CH2:11][n:18]1[c:17]([C:25](=[O:26])[O:27][CH3:28])[c:16]([N+:13](=[O:14])[O-:15])[c:20]([C:21](=[O:22])[O:23][CH3:24])[n:19]1.